From a dataset of the Open Reaction Database (ORD), a public repository of structured organic reaction records. describe an organic reaction: reactants, conditions, products, and yield The reactants are [BH4-], COC(=O)C=Cc1sc(C(C)N(c2cc(F)ccc2F)S(=O)(=O)c2ccc(Cl)cc2)nc1C, CO, [Na+]. Yields the product COC(=O)CCc1sc(C(C)N(c2cc(F)ccc2F)S(=O)(=O)c2ccc(Cl)cc2)nc1C. RXN SMILES: [BH4-:34].[CH3:1][O:2][C:3]([CH:4]=[CH:5][c:6]1[c:7]([CH3:32])[n:8][c:9]([CH:11]([CH3:12])[N:13]([c:14]2[c:15]([F:21])[cH:16][cH:17][c:18]([F:20])[cH:19]2)[S:22](=[O:23])(=[O:24])[c:25]2[cH:26][cH:27][c:28]([Cl:31])[cH:29][cH:30]2)[s:10]1)=[O:33].[CH3:36][OH:37].[Na+:35]>>[CH3:1][O:2][C:3]([CH2:4][CH2:5][c:6]1[c:7]([CH3:32])[n:8][c:9]([CH:11]([CH3:12])[N:13]([c:14]2[c:15]([F:21])[cH:16][cH:17][c:18]([F:20])[cH:19]2)[S:22](=[O:23])(=[O:24])[c:25]2[cH:26][cH:27][c:28]([Cl:31])[cH:29][cH:30]2)[s:10]1)=[O:33]. Starting materials: CC(=O)OCCBr, [H-], [Na+], CN(C)C=O, COc1coc2ccc(O)cc12. The product is COc1coc2ccc(OCCOC(C)=O)cc12. As a reaction SMILES: [C:15]([CH3:16])(=[O:17])[O:18][CH2:19][CH2:20][Br:21].[H-:14].[Na+:13].[O:22]=[CH:23][N:24]([CH3:25])[CH3:26].[OH:1][c:2]1[cH:3][c:4]2[c:5]([o:6][cH:7][c:8]2[O:9][CH3:10])[cH:11][cH:12]1>>[O:1]([c:2]1[cH:3][c:4]2[c:5]([o:6][cH:7][c:8]2[O:9][CH3:10])[cH:11][cH:12]1)[CH2:20][CH2:19][O:18][C:15]([CH3:16])=[O:17]. The reactants are ClCCl, CC(C)(O)c1cccc2nc(-c3ccc(C(F)(F)F)cc3)oc12, [I-], [I-], O, CCOC(=O)COc1ccc(S)cc1C, [Zn+2]. Product: CCOC(=O)COc1ccc([SH](C)C(C)c2cccc3nc(-c4ccc(C(F)(F)F)cc4)oc23)cc1C. As a reaction SMILES: [CH2:39]([Cl:40])[Cl:41].[F:1][C:2]([c:3]1[cH:4][cH:5][c:6](-[c:9]2[o:10][c:11]3[c:12]([n:13]2)[cH:14][cH:15][cH:16][c:17]3[C:18]([CH3:19])([OH:20])[CH3:21])[cH:7][cH:8]1)([F:22])[F:23].[I-:43].[I-:45].[OH2:42].[SH:24][c:25]1[cH:26][c:27]([CH3:38])[c:28]([O:29][CH2:30][C:31](=[O:32])[O:33][CH2:34][CH3:35])[cH:36][cH:37]1.[Zn+2:44]>>[F:1][C:2]([c:3]1[cH:4][cH:5][c:6](-[c:9]2[o:10][c:11]3[c:12]([n:13]2)[cH:14][cH:15][cH:16][c:17]3[CH:18]([CH3:19])[SH:24]([c:25]2[cH:26][c:27]([CH3:38])[c:28]([O:29][CH2:30][C:31](=[O:32])[O:33][CH2:34][CH3:35])[cH:36][cH:37]2)[CH3:39])[cH:7][cH:8]1)([F:22])[F:23].